Dataset: the Open Reaction Database (ORD), a public repository of structured organic reaction records. Task: describe an organic reaction: reactants, conditions, products, and yield Starting materials: ClCCCBr, CC(C)=O, CNCCO, [Na+], [OH-]. The product is CN(CCO)CCCCl. As a reaction SMILES: [Br:8][CH2:9][CH2:10][CH2:11][Cl:12].[CH3:13][C:14](=[O:15])[CH3:16].[CH3:1][NH:2][CH2:3][CH2:4][OH:5].[Na+:7].[OH-:6]>>[CH3:1][N:2]([CH2:3][CH2:4][OH:5])[CH2:9][CH2:10][CH2:11][Cl:12]. The reactants are [BH4-].[Na+] (sodium borohydride), C(C1=CC=CC=C1)OC(=O)NC=1SC(=CN1)C=O (2-benzyloxycarbonylamino-5-formyl-1,3-thiazole). Solvent: CO (methanol). Product: OCC1=CN=C(S1)NC(=O)OCC1=CC=CC=C1 (5-hydroxymethyl-2-benzyloxycarbonylamino-1,3-thiazole). Yield: 70.8%. As a reaction SMILES: [BH4-].[Na+].[CH2:3]([O:10][C:11]([NH:13][C:14]1[S:15][C:16]([CH:19]=[O:20])=[CH:17][N:18]=1)=[O:12])[C:4]1[CH:9]=[CH:8][CH:7]=[CH:6][CH:5]=1>CO>[OH:20][CH2:19][C:16]1[S:15][C:14]([NH:13][C:11]([O:10][CH2:3][C:4]2[CH:9]=[CH:8][CH:7]=[CH:6][CH:5]=2)=[O:12])=[N:18][CH:17]=1 |f:0.1|. Reported procedure: 530 mg (14 mmol) of sodium borohydride were added in small portions to a stirred solution of 7 g (27 mmol) of 2-benzyloxycarbonylamino-5-formyl-1,3-thiazole in 80 ml of methanol at room temperature. The reaction went on for 2 hours. After evaporation of the solvent the residue was purified by chromatography (cyclohexane-ethylacetate) to give 5.05 g (71% yield) of the title compound. Starting materials: ClC1=CC=C(C=C1)CCS(=O)(=O)NC1=C(C=C(C=C1)OC)S(=O)(=O)N (2-[2-(4-chloro-phenyl)-ethanesulfonylamino]-5-methoxy-benzenesulfonamide), B(Br)(Br)Br (BBr3). The solvent is C(Cl)Cl (DCM). Conditions: time 8 hour. The product is ClC1=CC=C(C=C1)CCS(=O)(=O)NC1=C(C=C(C=C1)O)S(=O)(=O)N (2-[2-(4-Chloro-phenyl)-ethanesulfonylamino]-5-hydroxy-benzenesulfonamide). As a reaction SMILES: [Cl:1][C:2]1[CH:7]=[CH:6][C:5]([CH2:8][CH2:9][S:10]([NH:13][C:14]2[CH:19]=[CH:18][C:17]([O:20]C)=[CH:16][C:15]=2[S:22]([NH2:25])(=[O:24])=[O:23])(=[O:12])=[O:11])=[CH:4][CH:3]=1.B(Br)(Br)Br>C(Cl)Cl>[Cl:1][C:2]1[CH:7]=[CH:6][C:5]([CH2:8][CH2:9][S:10]([NH:13][C:14]2[CH:19]=[CH:18][C:17]([OH:20])=[CH:16][C:15]=2[S:22]([NH2:25])(=[O:24])=[O:23])(=[O:11])=[O:12])=[CH:4][CH:3]=1. Procedure: To a solution of 2-[2-(4-chloro-phenyl)-ethanesulfonylamino]-5-methoxy-benzenesulfonamide (4.0 g, 9.90 mmol) in DCM (250 mL) at −78° C., BBr3 (1M in DCM, 70 mL, 70 mmol) was added dropwise over 20 minutes. The reaction mixture was allowed to warm to RT and the stirring was continued overnight. The reaction mixture was then cooled to −78° C., quenched by addition of methanol (20 mL) and water (50 mL), and the product was extracted with ethyl acetate. The organic extracts were washed with water, d...